This data is from the Open Reaction Database (ORD), a public repository of structured organic reaction records. The task is: describe an organic reaction: reactants, conditions, products, and yield The reactants are [NH4+].[N+](=O)([O-])C1=C(OC2=C(C=C(C=C2)C(CC)(C)C)S(=O)(=O)[O-])C=CC(=C1)C(F)(F)F (2-(2-Nitro-4-trifluoromethylphenoxy)-5-(1,1-dimethylpropyl)benzenesulfonic acid, ammonium salt). Reagents/catalysts: [Pd] (palladium on carbon). The solvent is C(C)(=O)OCC (ethyl acetate). Conditions: time 2 hour. The product is NC1=C(OC2=C(C=C(C=C2)C(CC)(C)C)S(=O)(=O)O)C=CC(=C1)C(F)(F)F (2-(2-Amino-4-trifluoromethylphenoxy)-5-(1,1-dimethylpropyl)benzenesulfonic acid). As a reaction SMILES: [NH4+].[N+:2]([C:5]1[CH:26]=[C:25]([C:27]([F:30])([F:29])[F:28])[CH:24]=[CH:23][C:6]=1[O:7][C:8]1[CH:13]=[CH:12][C:11]([C:14]([CH3:18])([CH3:17])[CH2:15][CH3:16])=[CH:10][C:9]=1[S:19]([O-:22])(=[O:21])=[O:20])([O-])=O>C(OCC)(=O)C.[Pd]>[NH2:2][C:5]1[CH:26]=[C:25]([C:27]([F:30])([F:28])[F:29])[CH:24]=[CH:23][C:6]=1[O:7][C:8]1[CH:13]=[CH:12][C:11]([C:14]([CH3:17])([CH3:18])[CH2:15][CH3:16])=[CH:10][C:9]=1[S:19]([OH:22])(=[O:21])=[O:20] |f:0.1|. Procedure details: 2-(2-Nitro-4-trifluoromethylphenoxy)-5-(1,1-dimethylpropyl)benzenesulfonic acid, ammonium salt (620 mg) was mixed in ethyl acetate (50 ml) and palladium on carbon (202 mg) was added under argon. The mixture was hydrogenated in a Parr bottle at 55 psi for two hours. The sample was filtered to remove the catalyst, mixed with methanol and degassed for several hours to yield the title compound 1H NMR (250 MHz, CD3OD) ∂7.95 (d, 1H), 7.30 (dd, 1H), 7.05 (dd, 2H), 6.85 (dd, 1H), 6.75 (d, 1H), 1.65 (q, ...